Dataset: the Open Reaction Database (ORD), a public repository of structured organic reaction records. Task: describe an organic reaction: reactants, conditions, products, and yield Starting materials: CC(C)(C)N(C(=O)[O-])C1CCN(CCN2C(=O)COc3c(F)cc(F)cc32)CC1, N#Cc1ccc2ccc(=O)n(CCN3CCC(N)CC3)c2c1. Product: NC1CCN(CCN2C(=O)COc3c(F)cc(F)cc32)CC1. Reaction SMILES: [C:1]([N:5]([C:2](=[O:3])[O-:4])[CH:9]1[CH2:10][CH2:11][N:12]([CH2:15][CH2:16][N:17]2[C:18](=[O:29])[CH2:19][O:20][c:21]3[c:22]2[cH:23][c:24]([F:28])[cH:25][c:26]3[F:27])[CH2:13][CH2:14]1)([CH3:6])([CH3:7])[CH3:8].[NH2:30][CH:31]1[CH2:32][CH2:33][N:34]([CH2:35][CH2:36][n:37]2[c:38]3[c:39]([cH:40][cH:41][c:42]([C:43]#[N:44])[cH:45]3)[cH:46][cH:47][c:48]2=[O:49])[CH2:50][CH2:51]1>>[NH2:5][CH:9]1[CH2:10][CH2:11][N:12]([CH2:15][CH2:16][N:17]2[C:18](=[O:29])[CH2:19][O:20][c:21]3[c:22]2[cH:23][c:24]([F:28])[cH:25][c:26]3[F:27])[CH2:13][CH2:14]1.